Dataset: the Open Reaction Database (ORD), a public repository of structured organic reaction records. Task: describe an organic reaction: reactants, conditions, products, and yield The reactants are NN1C(C2=CC=CC=C2C(=N1)N1CCOCC1)=O (2-amino-4-morpholinophthalazin-1(2H)-one), O1COC2=C1C=CC(=C2)CC(=O)O (2-(1,3-benzodioxol-5-yl)acetic acid). Yields the product O1COC2=C1C=CC(=C2)CC(=O)NN2C(C1=CC=CC=C1C(=N2)N2CCOCC2)=O (2-(1,3-benzodioxol-5-yl)-N-[4-(morpholin-4-yl)-1-oxophthalazin-2(1H)-yl]acetamide). As a reaction SMILES: [NH2:1][N:2]1[N:11]=[C:10]([N:12]2[CH2:17][CH2:16][O:15][CH2:14][CH2:13]2)[C:9]2[C:4](=[CH:5][CH:6]=[CH:7][CH:8]=2)[C:3]1=[O:18].[O:19]1[C:23]2[CH:24]=[CH:25][C:26]([CH2:28][C:29](O)=[O:30])=[CH:27][C:22]=2[O:21][CH2:20]1>>[O:19]1[C:23]2[CH:24]=[CH:25][C:26]([CH2:28][C:29]([NH:1][N:2]3[N:11]=[C:10]([N:12]4[CH2:17][CH2:16][O:15][CH2:14][CH2:13]4)[C:9]4[C:4](=[CH:5][CH:6]=[CH:7][CH:8]=4)[C:3]3=[O:18])=[O:30])=[CH:27][C:22]=2[O:21][CH2:20]1. Procedure: The product of Example 1B and 2-(1,3-benzodioxol-5-yl)acetic acid were treated using a method similar to that described in Example 111 to give the title compound. 1H NMR (500 MHz, DMSO-d6/Deuterium Oxide) δ ppm 8.31 (dd, J=7.9, 1.3 Hz, 1H), 8.03 (d, J=8.0 Hz, 1H), 7.97-8.01 (m, 1H), 7.89-7.93 (m, 1H), 6.96 (d, J=1.7 Hz, 1H), 6.89 (d, J=7.9 Hz, 1H), 6.84 (dd, J=7.9, 1.7 Hz, 1H), 6.00 (s, 2H), 3.81-3.83 (m, 4H), 3.58 (s, 2H), 3.08-3.10 (m, 4H); MS (ESI+) M/Z 409 (M+H)+. Reactants: BrC1=C(C(=CC(=C1)C(C(F)(F)F)(C(F)(F)F)F)Br)N(C(C1=C(C(=CC=C1)[N+](=O)[O-])OC)=O)C (N-[2,6-dibromo-4-[1,2,2,2-tetrafluoro-1-(trifluoromethyl)ethyl]phenyl]-2-methoxy-N-methyl-3-nitro-benzamide), stannous chloride, Cl (hydrochloric acid). The solvent is C(C)(C)O (isopropanol). Run at time 2.25 hour. The product is NC=1C(=C(C(=O)N(C)C2=C(C=C(C=C2Br)C(C(F)(F)F)(C(F)(F)F)F)Br)C=CC1)OC (3-Amino-N-[2,6-dibromo-4-[1,2,2,2-tetrafluoro-1-(trifluoromethyl)ethyl]phenyl]-2-methoxy-N-methyl-benzamide). As a reaction SMILES: [Br:1][C:2]1[CH:7]=[C:6]([C:8]([F:17])([C:13]([F:16])([F:15])[F:14])[C:9]([F:12])([F:11])[F:10])[CH:5]=[C:4]([Br:18])[C:3]=1[N:19]([CH3:33])[C:20](=[O:32])[C:21]1[CH:26]=[CH:25][CH:24]=[C:23]([N+:27]([O-])=O)[C:22]=1[O:30][CH3:31].Cl>C(O)(C)C>[NH2:27][C:23]1[C:22]([O:30][CH3:31])=[C:21]([CH:26]=[CH:25][CH:24]=1)[C:20]([N:19]([C:3]1[C:2]([Br:1])=[CH:7][C:6]([C:8]([F:17])([C:9]([F:10])([F:11])[F:12])[C:13]([F:15])([F:16])[F:14])=[CH:5][C:4]=1[Br:18])[CH3:33])=[O:32]. Procedure: To a solution of N-[2,6-dibromo-4-[1,2,2,2-tetrafluoro-1-(trifluoromethyl)ethyl]phenyl]-2-methoxy-N-methyl-3-nitro-benzamide (described above) (0.500 g, 0.612 mmole) in 5 ml isopropanol, under argon atmosphere was added stannous chloride (SnCl2, 0.558 g, 2.94 mmole) followed by concentrated hydrochloric acid (0.250 ml). The suspension was stirred under reflux conditions for 2.25 hours. The mixture was then concentrated under vacuum. The residue was treated with water and the product was extracte... Starting materials: [N-]=[N+]=[N-].[Na+] (sodium azide), ClC1=CC=C(S1)C(=O)N[C@@H]1C[C@H](N(C1)C(=O)OC(C)(C)C)COS(=O)(=O)C (tert. Butyl (2S,4R)-4-[(5-chloro-thiophene-2-carbonyl)-amino]-2-methanesulphonyloxymethyl-pyrrolidine-1-carboxylate), [N-]=[N+]=[N-].[Na+] (sodium azide). The solvent is CN(C)C=O (DMF). Run at temperature 50 celsius, time 16 hour. The product is N(=[N+]=[N-])C[C@H]1N(C[C@@H](C1)NC(=O)C=1SC(=CC1)Cl)C(=O)OC(C)(C)C (tert. Butyl (2S,4R)-2-azidomethyl-4-[(5-chloro-thiophene-2-carbonyl)-amino]-pyrrolidine-1-carboxylate). As a reaction SMILES: [Cl:1][C:2]1[S:6][C:5]([C:7]([NH:9][C@H:10]2[CH2:14][N:13]([C:15]([O:17][C:18]([CH3:21])([CH3:20])[CH3:19])=[O:16])[C@H:12]([CH2:22]OS(C)(=O)=O)[CH2:11]2)=[O:8])=[CH:4][CH:3]=1.[N-:28]=[N+:29]=[N-:30].[Na+]>CN(C=O)C>[N:28]([CH2:22][C@@H:12]1[CH2:11][C@@H:10]([NH:9][C:7]([C:5]2[S:6][C:2]([Cl:1])=[CH:3][CH:4]=2)=[O:8])[CH2:14][N:13]1[C:15]([O:17][C:18]([CH3:19])([CH3:20])[CH3:21])=[O:16])=[N+:29]=[N-:30] |f:1.2|. Procedure details: 330.0 mg (0.75 mmol) tert. Butyl (2S,4R)-4-[(5-chloro-thiophene-2-carbonyl)-amino]-2-methanesulphonyloxymethyl-pyrrolidine-1-carboxylate are dissolved in 20 ml DMF and combined with 146.6 mg (2.3 mmol) sodium azide. The mixture is stirred at 50° C. for 16 hours. Then a further 73 mg (1.12 mmol) sodium azide are added and the mixture is stirred for a further two hours at 50° C. Then it is concentrated i. vac. The residue is combined with water/sat. Saline solution and extracted three times with e... Starting materials: C(#N)C1=C(N)C=CC=C1 (2-cyanoaniline), BrCC(=O)OCC (ethyl bromoacetate), C([O-])(O)=O.[Na+] (sodium bicarbonate). The solvent is C(C)O (ethanol). Run at time 42 hour. Yields the product C(C1=CC=CC=C1)(=O)N(CC(=O)OCC)C1=C(C=CC=C1)C#N (N-benzoyl-N-2-cyanophenylglycine, ethyl ester). RXN SMILES: [C:1]([C:3]1[CH:9]=[CH:8][CH:7]=[CH:6][C:4]=1[NH2:5])#[N:2].Br[CH2:11][C:12]([O:14][CH2:15][CH3:16])=[O:13].[C:17](=[O:20])(O)[O-].[Na+]>C(O)C>[C:17]([N:5]([C:4]1[CH:6]=[CH:7][CH:8]=[CH:9][C:3]=1[C:1]#[N:2])[CH2:11][C:12]([O:14][CH2:15][CH3:16])=[O:13])(=[O:20])[C:3]1[CH:9]=[CH:8][CH:7]=[CH:6][CH:4]=1 |f:2.3|. Procedure: 2-cyanoaniline (59g), ethyl bromoacetate (90g) and sodium bicarbonate (50g) were refluxed in ethanol (500ml), with stirring, for 42 hours. The reaction mixture was cooled slightly, filtered, and the filtrate cooled. The solid which formed was removed by filtration. Evaporation left an oil, containing unreacted starting material and the desired product, N-(2-cyanophenyl) glycine, ethyl ester. Trituration with ethanol and cooling gave the required product which after filtering was crystallized fro... Reactants: FC1=C(C=CC(=C1)F)C1=NN(C=C1C=1C=CC=2N(N1)C(=NN2)C(C)C)C2CNCC2 (6-(3-(2,4-difluorophenyl)-1-(pyrrolidin-3-yl)-1H-pyrazol-4-yl)-3-isopropyl-[1,2,4]triazolo[4,3-b]pyridazine), CCN(C(C)C)C(C)C (DIPEA), CS(=O)(=O)Cl (methanesulfonyl chloride). The solvent is C(Cl)Cl (DCM). Run at time 10 minute. Yields the product FC1=C(C=CC(=C1)F)C1=NN(C=C1C=1C=CC=2N(N1)C(=NN2)C(C)C)C2CN(CC2)S(=O)(=O)C (6-(3-(2,4-Difluorophenyl)-1-(1-(methylsulfonyl)pyrrolidin-3-yl)-1H-pyrazol-4-yl)-3-isopropyl-[1,2,4]triazolo[4,3-b]pyridazine). The yield is 96.1%. Reaction SMILES: [F:1][C:2]1[CH:7]=[C:6]([F:8])[CH:5]=[CH:4][C:3]=1[C:9]1[C:13]([C:14]2[CH:15]=[CH:16][C:17]3[N:18]([C:20]([CH:23]([CH3:25])[CH3:24])=[N:21][N:22]=3)[N:19]=2)=[CH:12][N:11]([CH:26]2[CH2:30][CH2:29][NH:28][CH2:27]2)[N:10]=1.CCN(C(C)C)C(C)C.[CH3:40][S:41](Cl)(=[O:43])=[O:42]>C(Cl)Cl>[F:1][C:2]1[CH:7]=[C:6]([F:8])[CH:5]=[CH:4][C:3]=1[C:9]1[C:13]([C:14]2[CH:15]=[CH:16][C:17]3[N:18]([C:20]([CH:23]([CH3:24])[CH3:25])=[N:21][N:22]=3)[N:19]=2)=[CH:12][N:11]([CH:26]2[CH2:30][CH2:29][N:28]([S:41]([CH3:40])(=[O:43])=[O:42])[CH2:27]2)[N:10]=1. Reported procedure: To a round bottom flask was added 6-(3-(2,4-difluorophenyl)-1-(pyrrolidin-3-yl)-1H-pyrazol-4-yl)-3-isopropyl-[1,2,4]triazolo[4,3-b]pyridazine (0.105 g, 0.256 mmol, Example #Q.1.1.1), DCM (5 mL) and DIPEA (0.054 mL, 0.31 mmol). Then methanesulfonyl chloride (0.020 mL, 0.26 mmol) was added. The reaction mixture was stirred at ambient temperature for about 10 min. The reaction mixture was purified directly by flash chromatography (40 g RediSep® silica gel; DCM/MeOH gradient from 1:0 to 9:1) to give... Reactants: BrB(Br)Br, COc1ccc(-c2cc(F)c3cc(O)ccc3c2)cc1. Yields the product Oc1ccc(-c2cc(F)c3cc(O)ccc3c2)cc1. Reaction SMILES: [B:21]([Br:22])([Br:23])[Br:24].[F:1][c:2]1[cH:3][c:4](-[c:13]2[cH:14][cH:15][c:16]([O:19][CH3:20])[cH:17][cH:18]2)[cH:5][c:6]2[cH:7][cH:8][c:9]([OH:12])[cH:10][c:11]12>>[F:1][c:2]1[cH:3][c:4](-[c:13]2[cH:14][cH:15][c:16]([OH:19])[cH:17][cH:18]2)[cH:5][c:6]2[cH:7][cH:8][c:9]([OH:12])[cH:10][c:11]12. Reactants: N1=CC(=NC2=CC=CC=C12)C, O=C(O)C1CCCCC1. The reagents and catalysts are O=S(=O)(O)OOS(=O)(=O)O.N. The solvent is O, O=S(C)C. Run at temperature 40 celsius, time 16 hour. Product: N=1C=2C=CC=CC2N=C(C1C)C3CCCCC3. The yield is 69.0%.